Dataset: the Open Reaction Database (ORD), a public repository of structured organic reaction records. Task: describe an organic reaction: reactants, conditions, products, and yield The reactants are C(C=C)OC(=O)O[C@H](C)[C@@H]1[C@H]2[C@H](C(=C(N2C1=O)C(=O)OCC=C)S[C@H]1C[C@H](N(C1)C(=O)OCC=C)COCCF)C (allyl (4R,5S,6S)-6-[(1R)-1-allyloxycarbonyloxyethyl]-3-[(2S,4S)-1-allyloxycarbonyl-2-(2-fluoroethyl)oxymethylpyrrolidin-4-yl]thio-4-methyl-7-oxo-1-azabicyclo[3.2.0]hept-2-ene-2-carboxylate), C(C)O (ethanol), C1(=CC=CC=C1)P(C1=CC=CC=C1)C1=CC=CC=C1 (triphenylphosphine), N1CCOCC1 (morpholine). Reagents/catalysts: C=1C=CC(=CC1)[P](C=2C=CC=CC2)(C=3C=CC=CC3)[Pd]([P](C=4C=CC=CC4)(C=5C=CC=CC5)C=6C=CC=CC6)([P](C=7C=CC=CC7)(C=8C=CC=CC8)C=9C=CC=CC9)[P](C=1C=CC=CC1)(C=1C=CC=CC1)C=1C=CC=CC1 (tetrakis(triphenylphosphine)palladium(0)). The solvent is O (water), C(C)(=O)OCC (ethyl acetate), O1CCCC1 (tetrahydrofuran), O (water). The product is FCCOC[C@H]1NC[C@H](C1)SC1=C(N2C([C@@H]([C@H]2[C@H]1C)[C@@H](C)O)=O)C(=O)O ((4R,5S,6S)-3-[(2S,4S)-2-(2-fluoroethyl)oxymethylpyrrolidin-4-yl]thio-6-[(1R)-1-hydroxyethyl]-4-methyl-7-oxo-1-azabicyclo[3.2.0]-hept-2-ene-2-carboxylic acid). Yield: 8.3%. RXN SMILES: C(OC([O:7][C@@H:8]([C@H:10]1[C:16](=[O:17])[N:15]2[C@@H:11]1[C@@H:12]([CH3:41])[C:13]([S:24][C@@H:25]1[CH2:29][N:28](C(OCC=C)=O)[C@H:27]([CH2:36][O:37][CH2:38][CH2:39][F:40])[CH2:26]1)=[C:14]2[C:18]([O:20]CC=C)=[O:19])[CH3:9])=O)C=C.C(O)C.C1(P(C2C=CC=CC=2)C2C=CC=CC=2)C=CC=CC=1.N1CCOCC1>O1CCCC1.C1C=CC([P]([Pd]([P](C2C=CC=CC=2)(C2C=CC=CC=2)C2C=CC=CC=2)([P](C2C=CC=CC=2)(C2C=CC=CC=2)C2C=CC=CC=2)[P](C2C=CC=CC=2)(C2C=CC=CC=2)C2C=CC=CC=2)(C2C=CC=CC=2)C2C=CC=CC=2)=CC=1.O.C(OCC)(=O)C>[F:40][CH2:39][CH2:38][O:37][CH2:36][C@@H:27]1[CH2:26][C@H:25]([S:24][C:13]2[C@H:12]([CH3:41])[C@H:11]3[N:15]([C:16](=[O:17])[C@@H:10]3[C@H:8]([OH:7])[CH3:9])[C:14]=2[C:18]([OH:20])=[O:19])[CH2:29][NH:28]1 |^1:78,80,99,118|. Reported procedure: To a solution of allyl (4R,5S,6S)-6-[(1R)-1-allyloxycarbonyloxyethyl]-3-[(2S,4S)-1-allyloxycarbonyl-2-(2-fluoroethyl)oxymethylpyrrolidin-4-yl]thio-4-methyl-7-oxo-1-azabicyclo[3.2.0]hept-2-ene-2-carboxylate (372 mg) in a mixture of tetrahydrofuran (3.2 ml), ethanol (1.6 ml) and water (800 μl) were added triphenylphosphine (17 mg), morpholine (216 μl) and tetrakis(triphenylphosphine)palladium(0) (72 mg) at room temperature for 3 hours under nitrogen atmosphere. The reaction mixture was poured into... Solvent: O1CCOCC1 (dioxane). Reagents/catalysts: Cl[Pd]([P](C1=CC=CC=C1)(C2=CC=CC=C2)C3=CC=CC=C3)([P](C4=CC=CC=C4)(C5=CC=CC=C5)C6=CC=CC=C6)Cl (PdCl2(PPh3)2). Procedure details: A mixture of 5-(5-Iodo-imidazo[2,1-b][1,3,4]thiadiazol-2-yl)-1H-indole (0.091 g, 0.247 mmol, 1 eq), 5-(4,4,5,5-tetramethyl[-1,3,2]dioxaborolan-2-yl)-3-trifluoromethyl-pyridin-2-ylamine (0.107 g, 0.371 mmol, 1.5 eq), 2M aq Na2CO3 (1 mL) and PdCl2(PPh3)2 (0.035 g, 0.049 mmol, 0.2 eq) in dioxane (5 mL) was heated at 110° C. for 24 h. The solvent was removed in vacuo, redissolved in DCM/water (150 mL) and extacted with DCM (2×80 mL). The organic layer was dried (MgSO4), filtered and evaporated. The ... Reaction conditions: temperature 110 celsius. Isolated yield 12.1%. The reactants are IC1=CN=C2SC(=NN21)C=2C=C1C=CNC1=CC2 (5-(5-Iodo-imidazo[2,1-b][1,3,4]thiadiazol-2-yl)-1H-indole), CC1(OB(OC1(C)C)C=1C=C(C(=NC1)N)C(F)(F)F)C (5-(4,4,5,5-tetramethyl[-1,3,2]dioxaborolan-2-yl)-3-trifluoromethyl-pyridin-2-ylamine), C(=O)([O-])[O-].[Na+].[Na+] (Na2CO3). The product is N1C=CC2=CC(=CC=C12)C1=NN2C(S1)=NC=C2C=2C=C(C(=NC2)N)C(F)(F)F (5-[2-(1H-Indol-5-yl)-imidazo[2,1-b][1,3,4]thiadiazol-5-yl]-3-trifluoromethyl-pyridin-2-ylamine). As a reaction SMILES: I[C:2]1[N:9]2[C:5]([S:6][C:7]([C:10]3[CH:11]=[C:12]4[C:16](=[CH:17][CH:18]=3)[NH:15][CH:14]=[CH:13]4)=[N:8]2)=[N:4][CH:3]=1.CC1(C)C(C)(C)OB([C:27]2[CH:28]=[C:29]([C:34]([F:37])([F:36])[F:35])[C:30]([NH2:33])=[N:31][CH:32]=2)O1.C([O-])([O-])=O.[Na+].[Na+]>O1CCOCC1.Cl[Pd](Cl)([P](C1C=CC=CC=1)(C1C=CC=CC=1)C1C=CC=CC=1)[P](C1C=CC=CC=1)(C1C=CC=CC=1)C1C=CC=CC=1>[NH:15]1[C:16]2[C:12](=[CH:11][C:10]([C:7]3[S:6][C:5]4=[N:4][CH:3]=[C:2]([C:27]5[CH:28]=[C:29]([C:34]([F:37])([F:36])[F:35])[C:30]([NH2:33])=[N:31][CH:32]=5)[N:9]4[N:8]=3)=[CH:18][CH:17]=2)[CH:13]=[CH:14]1 |f:2.3.4,^1:53,72|. The reactants are C1(=CC=CC=C1)N(C(=O)Cl)C1=CC=CC=C1 (diphenylcarbamyl chloride), C(CC)N (n-propyl amine), [OH-].[Na+] (caustic soda). Product: C1(=CC=CC=C1)N(C(NCCC)=O)C1=CC=CC=C1 (Diphenyl propyl urea). As a reaction SMILES: [C:1]1([N:7]([C:11]2[CH:16]=[CH:15][CH:14]=[CH:13][CH:12]=2)[C:8](Cl)=[O:9])[CH:6]=[CH:5][CH:4]=[CH:3][CH:2]=1.[CH2:17]([NH2:20])[CH2:18][CH3:19].[OH-].[Na+]>>[C:1]1([N:7]([C:11]2[CH:16]=[CH:15][CH:14]=[CH:13][CH:12]=2)[C:8](=[O:9])[NH:20][CH2:17][CH2:18][CH3:19])[CH:6]=[CH:5][CH:4]=[CH:3][CH:2]=1 |f:2.3|. Procedure details: By way of illustration, one mole of diphenylamine is reacted with a 10% molar excess of phosgene in a suitable solvent such as monochlorobenzene, to yield diphenylcarbamyl chloride. The carbamyl chloride thus produced is reacted further with n-propyl amine in stoichiometric amounts, in the presence of a mole of caustic soda. Diphenyl propyl urea (DPPU) is formed in essentially stoichiometric amounts. The DPPU formed may be either separated from the solvent or, if desired, supplied as a solution ... Starting materials: FC1=CC=C(C(=O)N(C2=CC=C(C=C2)F)CC(=O)OCC)C=C1 (ethyl [(4-fluorobenzoyl)-(4-fluorophenyl)amino]acetate), [OH-].[Na+] (sodium hydroxide), C(C)O (ethanol). The product is C(C)(=O)C1=CC=C(C=C1)NC(=O)CN(C(C1=CC=C(C=C1)F)=O)C1=CC=C(C=C1)F (N-[(4-acetyl-phenylcarbamoyl)methyl]-4-fluoro-N-(4-fluorophenyl)benzamide). Reaction SMILES: [F:1][C:2]1[CH:23]=[CH:22][C:5]([C:6]([N:8]([CH2:16][C:17]([O:19]CC)=O)[C:9]2[CH:14]=[CH:13][C:12]([F:15])=[CH:11][CH:10]=2)=[O:7])=[CH:4][CH:3]=1.[OH-].[Na+].[CH2:26]([OH:28])[CH3:27]>>[C:26]([C:12]1[CH:13]=[CH:14][C:9]([NH:8][C:17]([CH2:16][N:8]([C:9]2[CH:10]=[CH:11][C:12]([F:15])=[CH:13][CH:14]=2)[C:6](=[O:7])[C:5]2[CH:4]=[CH:3][C:2]([F:1])=[CH:23][CH:22]=2)=[O:19])=[CH:10][CH:11]=1)(=[O:28])[CH3:27] |f:1.2|. Procedure details: An ethanol solution of ethyl [(4-fluorobenzoyl)-(4-fluorophenyl)amino]acetate was mixed with 3 M sodium hydroxide aqueous solution and heated under reflux. The reaction solution was concentrated, the residue was mixed with 1 M hydrochloric acid and chloroform, the organic layer was separated, washed and dried and then the solvent was evaporated under a reduced pressure. A dichloromethane solution of the thus obtained carboxylic acid crude product was mixed with 4-aminoacetophenone and WSC.HCl in... Starting materials: C(CCC)[Li] (n-Butyl lithium), CN(CC#C)C (1-dimethylamino-2-propyne), O (water), C(=O)=O (carbon dioxide). Run in CCCCCC (hexane), O1CCCC1 (tetrahydrofuran), CO (methanol). Reaction conditions: temperature -78 celsius, time 1 hour. Product: CN(CC#CC(=O)O)C (4-dimethylamino-but-2-ynoic acid). RXN SMILES: C([Li])CCC.[CH3:6][N:7]([CH3:11])[CH2:8][C:9]#[CH:10].[C:12](=[O:14])=[O:13].O>CCCCCC.O1CCCC1.CO>[CH3:6][N:7]([CH3:11])[CH2:8][C:9]#[C:10][C:12]([OH:14])=[O:13]. Procedure: n-Butyl lithium in hexane (96 mL, 2.5 M in n-hexane) was slowly added to 1-dimethylamino-2-propyne (20 g, 240 mmol) in 100 mL of tetrahydrofuran under nitrogen. The mixture was stirred for 1 h at −78° C., then dry carbon dioxide was pass through the reaction overnight. The resulting solution was poured into water and washed with ethyl acetate. The aqueous layer was evaporated under reduced pressure to give the crude acid. The dry acid was dissolved in methanol, and the insoluble salt was removed...